Dataset: the Open Reaction Database (ORD), a public repository of structured organic reaction records. Task: describe an organic reaction: reactants, conditions, products, and yield The reactants are FC=1C=C(CP(OCC)(OCC)=O)C=CC1 (diethyl 3-fluorobenzylphosphonate), BrCC1=C(C=CC=C1)F (1-(bromomethyl)-2-fluorobenzene). Product: FC1=C(CP(OCC)(OCC)=O)C=CC=C1 (Diethyl 2-fluorobenzylphosphonate). Reaction SMILES: F[C:2]1[CH:3]=[C:4]([CH:14]=[CH:15][CH:16]=1)[CH2:5][P:6](=[O:13])([O:10][CH2:11][CH3:12])[O:7][CH2:8][CH3:9].BrCC1C=CC=CC=1[F:25]>>[F:25][C:14]1[CH:15]=[CH:16][CH:2]=[CH:3][C:4]=1[CH2:5][P:6](=[O:13])([O:10][CH2:11][CH3:12])[O:7][CH2:8][CH3:9]. Procedure details: Prepared according to the method used to prepare diethyl 3-fluorobenzylphosphonate starting with 1-(bromomethyl)-2-fluorobenzene. 1H NMR (CDCl3) δ: 7.36 (t, J=7.5 Hz, 1H), 7.19-7.25 (m, 1H), 7.07-7.13 (m, 1H), 7.04 (t, J=9.2 Hz, 1H), 3.99-4.08 (m, 4H), 3.15-3.24 (m, 2H), 1.25 (td, J=7.0, 0.9 Hz, 6H). Procedure: 127 mg (0.46 mmol) of 4-(4,6-dimethoxy-1,3,5-triazin-2-yl)-4-methylmorpholinium chloride and then 39 mg (0.42 mmol) of aniline are added to 100 mg (0.42 mmol) of 3-(chloromethylene)-2,3-dihydro-1-benzoxepin-7-carboxylic acid, prepared according to example 63, in solution in 4 ml of methanol, and the medium is stirred at ambient temperature for 3 hours. The methanol is evaporated and the crude reaction product is purified by chromatography on silica gel (ethyl acetate/heptane 40/60) to give 20 mg... Reaction SMILES: [Cl-].COC1N=C(OC)N=C([N+]2(C)CCOCC2)N=1.[NH2:19][C:20]1[CH:25]=[CH:24][CH:23]=[CH:22][CH:21]=1.[Cl:26][CH:27]=[C:28]1[CH:34]=[CH:33][C:32]2[CH:35]=[C:36]([C:39](O)=[O:40])[CH:37]=[CH:38][C:31]=2[O:30][CH2:29]1>CO>[Cl:26][CH:27]=[C:28]1[CH:34]=[CH:33][C:32]2[CH:35]=[C:36]([C:39]([NH:19][C:20]3[CH:25]=[CH:24][CH:23]=[CH:22][CH:21]=3)=[O:40])[CH:37]=[CH:38][C:31]=2[O:30][CH2:29]1 |f:0.1|. Reactants: [Cl-].COC1=NC(=NC(=N1)OC)[N+]1(CCOCC1)C (4-(4,6-dimethoxy-1,3,5-triazin-2-yl)-4-methylmorpholinium chloride), NC1=CC=CC=C1 (aniline), ClC=C1COC2=C(C=C1)C=C(C=C2)C(=O)O (3-(chloromethylene)-2,3-dihydro-1-benzoxepin-7-carboxylic acid). Yields the product ClC=C1COC2=C(C=C1)C=C(C=C2)C(=O)NC2=CC=CC=C2 (3-(chloromethylene)-N-phenyl-2,3-dihydro-1-benzoxepin-7-carboxamide). Solvent: CO (methanol). Yield: 15.3%. Reaction conditions: time 3 hour. The reactants are COc1ccc(Oc2c(Cl)cc(Cc3nnn[nH]3)cc2Cl)cc1C(C)C, ClCCl. Product: CC(C)c1cc(Oc2c(Cl)cc(Cc3nnn[nH]3)cc2Cl)ccc1O. Reaction SMILES: [Cl:1][c:2]1[cH:3][c:4]([CH2:5][c:6]2[n:7][n:8][n:9][nH:10]2)[cH:11][c:12]([Cl:26])[c:13]1[O:14][c:15]1[cH:16][c:17]([CH:23]([CH3:24])[CH3:25])[c:18]([O:21][CH3:22])[cH:19][cH:20]1.[Cl:27][CH2:28][Cl:29]>>[Cl:1][c:2]1[cH:3][c:4]([CH2:5][c:6]2[n:7][n:8][n:9][nH:10]2)[cH:11][c:12]([Cl:26])[c:13]1[O:14][c:15]1[cH:16][c:17]([CH:23]([CH3:24])[CH3:25])[c:18]([OH:21])[cH:19][cH:20]1. The reactants are CC(C)(C)OC(=O)N1CCCC(CO)C1, C1CCOC1, CCOC(=O)N=NC(=O)OCC, Oc1ccccc1, c1ccc(P(c2ccccc2)c2ccccc2)cc1. The product is CC(C)(C)OC(=O)N1CCCC(COc2ccccc2)C1. As a reaction SMILES: [C:1]([CH3:2])([CH3:3])([CH3:4])[O:5][C:6](=[O:7])[N:8]1[CH2:9][CH:10]([CH2:14][OH:15])[CH2:11][CH2:12][CH2:13]1.[CH2:54]1[O:55][CH2:56][CH2:57][CH2:58]1.[O:42]=[C:43]([O:44][CH2:45][CH3:46])[N:47]=[N:48][C:49]([O:50][CH2:51][CH3:52])=[O:53].[OH:16][c:17]1[cH:18][cH:19][cH:20][cH:21][cH:22]1.[c:23]1([P:24]([c:25]2[cH:26][cH:27][cH:28][cH:29][cH:30]2)[c:31]2[cH:32][cH:33][cH:34][cH:35][cH:36]2)[cH:37][cH:38][cH:39][cH:40][cH:41]1>>[C:1]([CH3:2])([CH3:3])([CH3:4])[O:5][C:6](=[O:7])[N:8]1[CH2:9][CH:10]([CH2:14][O:15][c:17]2[cH:18][cH:19][cH:20][cH:21][cH:22]2)[CH2:11][CH2:12][CH2:13]1. The reactants are CCOC(=O)N1c2ccccc2C=CC1OCC, C1CCOC1, CCOCC, CCCCCC, CC#N, ClCCl, O=C(O)CSCCCOc1ccccc1, NNC(=O)c1ccc(O)cc1. Product: O=C(CSCCCOc1ccccc1)NNC(=O)c1ccc(O)cc1. Reaction SMILES: [CH2:16]([O:17][CH:18]1[CH:19]=[CH:20][c:21]2[c:22]([cH:23][cH:24][cH:25][cH:26]2)[N:27]1[C:28]([O:29][CH2:30][CH3:31])=[O:32])[CH3:33].[CH2:59]1[O:60][CH2:61][CH2:62][CH2:63]1.[CH3:48][CH2:49][O:50][CH2:51][CH3:52].[CH3:53][CH2:54][CH2:55][CH2:56][CH2:57][CH3:58].[CH3:64][C:65]#[N:66].[Cl:45][CH2:46][Cl:47].[O:1]([c:2]1[cH:3][cH:4][cH:5][cH:6][cH:7]1)[CH2:8][CH2:9][CH2:10][S:11][CH2:12][C:13](=[O:14])[OH:15].[OH:34][c:35]1[cH:36][cH:37][c:38]([C:39](=[O:40])[NH:41][NH2:42])[cH:43][cH:44]1>>[O:1]([c:2]1[cH:3][cH:4][cH:5][cH:6][cH:7]1)[CH2:8][CH2:9][CH2:10][S:11][CH2:12][C:13](=[O:15])[NH:42][NH:41][C:39]([c:38]1[cH:37][cH:36][c:35]([OH:34])[cH:44][cH:43]1)=[O:40]. The reactants are [C@@H]1([C@H](O)[C@@H](O)[C@H](O)[C@H](O1)CO)OC1=NNC(=C1CC1=C(C=CC=C1)O)C(C)C (3-(β-D-glucopyranosyloxy)-4-(2-hydroxybenzyl)-5-isopropyl-1H-pyrazole), ClC=1C=C(CBr)C=CC1 (3-chlorobenzyl bromide). Product: ClC=1C=C(COC2=C(CC=3C(=NNC3C(C)C)O[C@H]3[C@H](O)[C@@H](O)[C@H](O)[C@H](O3)CO)C=CC=C2)C=CC1 (4-[2-(3-Chlorobenzyloxy)benzyl]-3-(β-D-glucopyranosyloxy)-5-isopropyl-1H-pyrazole). RXN SMILES: [C@@H:1]1([O:12][C:13]2[C:17]([CH2:18][C:19]3[CH:24]=[CH:23][CH:22]=[CH:21][C:20]=3[OH:25])=[C:16]([CH:26]([CH3:28])[CH3:27])[NH:15][N:14]=2)[O:9][C@H:8]([CH2:10][OH:11])[C@@H:6]([OH:7])[C@H:4]([OH:5])[C@H:2]1[OH:3].[Cl:29][C:30]1[CH:31]=[C:32]([CH:35]=[CH:36][CH:37]=1)[CH2:33]Br>>[Cl:29][C:30]1[CH:31]=[C:32]([CH:35]=[CH:36][CH:37]=1)[CH2:33][O:25][C:20]1[CH:21]=[CH:22][CH:23]=[CH:24][C:19]=1[CH2:18][C:17]1[C:13]([O:12][C@@H:1]2[O:9][C@H:8]([CH2:10][OH:11])[C@@H:6]([OH:7])[C@H:4]([OH:5])[C@H:2]2[OH:3])=[N:14][NH:15][C:16]=1[CH:26]([CH3:28])[CH3:27]. Procedure: The title compound was prepared in a similar manner to that described in Example 11 using 3-(β-D-glucopyranosyloxy)-4-(2-hydroxybenzyl)-5-isopropyl-1H-pyrazole instead of 3-(β-D-glucopyranosyloxy)-4-(2-hydroxybenzyl)-1-(2-hydroxyethyl)-5-trifluoromethyl-1H-pyrazole and using 3-chlorobenzyl bromide instead of benzyl bromide. Starting materials: CC1(OC2=C(C3=C1CCC3)C(=CC(=C2)C(C(CCCCC)C)C)O)C (4,4-dimethyl-9-hydroxy-7-(1,2-dimethylheptyl)-1,2,3,4-tetrahydrocyclopenta[ c][l]benzopyran), C(C)(=O)OC(C)=O (acetic anhydride). The solvent is N1=CC=CC=C1 (pyridine). Run at time 2 hour. Yields the product C(C)(=O)OC1=CC(=CC2=C1C1=C(C(O2)(C)C)CCC1)C(C(CCCCC)C)C (9-Acetoxy-4,4-dimethyl-7-(1,2-dimethylheptyl)-1,2,3,4-tetrahydrocyclopenta[ c][l]benzopyran). Reaction SMILES: [CH3:1][C:2]1([CH3:25])[C:7]2[CH2:8][CH2:9][CH2:10][C:6]=2[C:5]2[C:11]([OH:24])=[CH:12][C:13]([CH:15]([CH3:23])[CH:16]([CH3:22])[CH2:17][CH2:18][CH2:19][CH2:20][CH3:21])=[CH:14][C:4]=2[O:3]1.[C:26](OC(=O)C)(=[O:28])[CH3:27]>N1C=CC=CC=1>[C:26]([O:24][C:11]1[C:5]2[C:6]3[CH2:10][CH2:9][CH2:8][C:7]=3[C:2]([CH3:1])([CH3:25])[O:3][C:4]=2[CH:14]=[C:13]([CH:15]([CH3:23])[CH:16]([CH3:22])[CH2:17][CH2:18][CH2:19][CH2:20][CH3:21])[CH:12]=1)(=[O:28])[CH3:27]. Procedure details: A solution of 4,4-dimethyl-9-hydroxy-7-(1,2-dimethylheptyl)-1,2,3,4-tetrahydrocyclopenta[ c][l]benzopyran (6.85 g., 0.02 mole) and acetic anhydride (3.06 g., 0.03 mole) in 20 ml. of pyridine was warmed over a steam bath with stirring for 2 hours. The reaction mixture was allowed to cool to room temperature and the pyridine was removed by evaporation under reduced pressure. Water was added to the residue and this aqueous mixture was extracted with three portions of ether. The ether extracts were ... Starting materials: CN1N=NN=C1SCC=1CS[C@H]2N(C1C(=O)O)C(C2NC(C(=O)C=2N=C(SC2)NC(=O)OC(C)(C)CC)=O)=O (3-(1-methyl-1H-tetrazol-5-yl)thiomethyl-7-[2-(2-tert-pentyloxycarbonylamino-1,3-thiazol-4-yl)glyoxylamido]-3-cephem-4-carboxylic acid), CN1N=NN=C1SCC=1CS[C@H]2N(C1C(=O)O)C(C2NC(C(=O)C=2NC(SC2)=NC(=O)OC(C)(C)CC)=O)=O (3-(1-methyl-1H-tetrazol-5-yl)thiomethyl-7-[2-(2-tert-pentyloxycarbonylimino-2,3-dihydro-1,3-thiazol-4-yl)glyoxylamido]-3-cephem-4-carboxylic acid). Run in C(=O)O (formic acid). Conditions: time 5 hour. Product: CN1N=NN=C1SCC=1CS[C@H]2N(C1C(=O)O)C(C2NC(C(=O)C=2N=C(SC2)N)=O)=O (3-(1-methyl-1H-tetrazol-5-yl)thiomethyl-7-[2-(2-amino-1,3-thiazol-4-yl)glyoxylamido]-3-cephem-4-carboxylic acid). Reaction SMILES: [CH3:1][N:2]1[C:6]([S:7][CH2:8][C:9]2[CH2:10][S:11][C@@H:12]3[CH:19]([NH:20][C:21](=[O:38])[C:22]([C:24]4[N:25]=[C:26]([NH:29]C(OC(CC)(C)C)=O)[S:27][CH:28]=4)=[O:23])[C:18](=[O:39])[N:13]3[C:14]=2[C:15]([OH:17])=[O:16])=[N:5][N:4]=[N:3]1>C(O)=O>[CH3:1][N:2]1[C:6]([S:7][CH2:8][C:9]2[CH2:10][S:11][C@@H:12]3[CH:19]([NH:20][C:21](=[O:38])[C:22]([C:24]4[N:25]=[C:26]([NH2:29])[S:27][CH:28]=4)=[O:23])[C:18](=[O:39])[N:13]3[C:14]=2[C:15]([OH:17])=[O:16])=[N:5][N:4]=[N:3]1. Reported procedure: A mixture of 3-(1-methyl-1H-tetrazol-5-yl)thiomethyl-7-[2-(2-tert-pentyloxycarbonylamino-1,3-thiazol-4-yl)glyoxylamido]-3-cephem-4-carboxylic acid, which can be represented as 3-(1-methyl-1H-tetrazol-5-yl)thiomethyl-7-[2-(2-tert-pentyloxycarbonylimino-2,3-dihydro-1,3-thiazol-4-yl)glyoxylamido]-3-cephem-4-carboxylic acid, (1.8 g.) and 98 to 100% formic acid (40 ml.) was allowed to stand for 5 hours. After the reaction, the reaction mixture was post-treated in the similar manners as in Examples 16... The reactants are FC(C(=O)O)(F)F.N[C@H](C(=O)N1[C@@](C(N(CC1)CC(=O)O)=O)(OC)C=C=O)CC(N1CCN(CC1)C1=CC=NC=C1)=O ((R,S)-[4-[2-amino-4-oxo-4-[4-(pyridin-4-yl)piperazin-1-yl]butyryl]-3-methoxy-carbonylmethyl-2-oxopiperazin-1-yl]acetic acid trifluoroacetic acid salt), Cl (hydrochloric acid), C(O)([O-])=O.[Na+] (sodium hydrogen carbonate), FC1=CC=C(C(=O)Cl)C=C1 (4-fluorobenzoyl chloride). The solvent is O1CCOCC1 (1,4-dioxane), O (water). Conditions: time 1 hour. Product: FC1=CC=C(C(=O)N[C@H](C(=O)N2[C@@H](C(N(CC2)CC(=O)O)=O)CC(=O)OC)CC(N2CCN(CC2)C2=CC=NC=C2)=O)C=C1 ((R,S)-[4-[2-(4-Fluorobenzoylamino)-4-oxo-4-(4-pyridin-4-ylpiperazin-1-yl)butyryl]-3-methoxycarbonylmethyl-2-oxopiperazin-1-yl]acetic Acid). RXN SMILES: FC(F)(F)[C:3](O)=[O:4].[NH2:8][C@@H:9]([CH2:28][C:29](=[O:42])[N:30]1[CH2:35][CH2:34][N:33]([C:36]2[CH:41]=[CH:40][N:39]=[CH:38][CH:37]=2)[CH2:32][CH2:31]1)[C:10]([N:12]1[CH2:17][CH2:16][N:15]([CH2:18][C:19]([OH:21])=[O:20])[C:14](=[O:22])[C@@:13]1([CH:25]=[C:26]=[O:27])OC)=[O:11].C(=O)([O-])O.[Na+].[F:48][C:49]1[CH:57]=[CH:56][C:52]([C:53](Cl)=[O:54])=[CH:51][CH:50]=1.Cl>O1CCOCC1.O>[F:48][C:49]1[CH:57]=[CH:56][C:52]([C:53]([NH:8][C@@H:9]([CH2:28][C:29](=[O:42])[N:30]2[CH2:31][CH2:32][N:33]([C:36]3[CH:37]=[CH:38][N:39]=[CH:40][CH:41]=3)[CH2:34][CH2:35]2)[C:10]([N:12]2[CH2:17][CH2:16][N:15]([CH2:18][C:19]([OH:21])=[O:20])[C:14](=[O:22])[C@H:13]2[CH2:25][C:26]([O:4][CH3:3])=[O:27])=[O:11])=[O:54])=[CH:51][CH:50]=1 |f:0.1,2.3|. Reported procedure: To a mixture of (R,S)-[4-[2-amino-4-oxo-4-[4-(pyridin-4-yl)piperazin-1-yl]butyryl]-3-methoxy-carbonylmethyl-2-oxopiperazin-1-yl]acetic acid trifluoroacetic acid salt (0.25 g) produced in Working Example 21, an aqueous solution of sodium hydrogen carbonate (0.15 g), water (2.5 ml) and 1,4-dioxane (2.5 ml) was added 4-fluorobenzoyl chloride (0.051 ml) and the solution was stirred for 1 hour at room temperature. The pH of the reaction solution was adjusted to 3 with 1N hydrochloric acid and the sol... Reactants: S1C(SCCC1)C1=NC=CC=C1 (2-(1,3-dithian-2-yl)pyridine), C(CCC)[Li] (n-butyllithium), C(=O)C1CCC(N(C1)C(=O)OC(C)(C)C)C1=CC=CC=C1 (tert-Butyl 5-formyl-2-phenylpiperidine-1-carboxylate). Run in C1CCOC1 (THF), C1CCOC1 (THF). Run at temperature -78 celsius, time 0.5 hour. The product is OC(C1CCC(N(C1)C(=O)OC(C)(C)C)C1=CC=CC=C1)C1(SCCCS1)C1=NC=CC=C1 (tert-Butyl 5-{hydroxy[2-(pyridin-2-yl)-1,3-dithian-2-yl]methyl}-2-phenylpiperidine-1-carboxylate). As a reaction SMILES: [S:1]1[CH2:6][CH2:5][CH2:4][S:3][CH:2]1[C:7]1[CH:12]=[CH:11][CH:10]=[CH:9][N:8]=1.C([Li])CCC.[CH:18]([CH:20]1[CH2:25][N:24]([C:26]([O:28][C:29]([CH3:32])([CH3:31])[CH3:30])=[O:27])[CH:23]([C:33]2[CH:38]=[CH:37][CH:36]=[CH:35][CH:34]=2)[CH2:22][CH2:21]1)=[O:19]>C1COCC1>[OH:19][CH:18]([C:2]1([C:7]2[CH:12]=[CH:11][CH:10]=[CH:9][N:8]=2)[S:3][CH2:4][CH2:5][CH2:6][S:1]1)[CH:20]1[CH2:25][N:24]([C:26]([O:28][C:29]([CH3:31])([CH3:32])[CH3:30])=[O:27])[CH:23]([C:33]2[CH:34]=[CH:35][CH:36]=[CH:37][CH:38]=2)[CH2:22][CH2:21]1. Procedure details: To a solution of 2-(1,3-dithian-2-yl)pyridine (2.86 g, 14.51 mmol) in THF (80 ml) was added n-butyllithium (6.77 ml, 2.5 M, 16.93 mmol) by syringe at −78° C. The mixture was stirred at −78° C. for 0.5 h, then tert-Butyl 5-formyl-2-phenylpiperidine-1-carboxylate (3.5 g, 12.10 mmol) in THF (15 ml) was added via syringe. The mixture was stirred at −78° C. for 1 h, then quenched with aqueous NH4Cl, and diluted with EtOAc. The organic layer was separated, washed with brine, dried over MgSO4, filtered...